describe an organic reaction: reactants, conditions, products, and yield From a dataset of the Open Reaction Database (ORD), a public repository of structured organic reaction records. Starting materials: CO, Clc1ncc(Cl)c(Cl)n1, NC1CCCCNC1=O, [Na+], O=C([O-])O, O. Product: O=C1NCCCCC1Nc1nc(Cl)ncc1Cl. As a reaction SMILES: [CH3:24][OH:25].[Cl:10][c:11]1[n:12][cH:13][c:14]([Cl:18])[c:15]([Cl:17])[n:16]1.[NH2:1][CH:2]1[C:3](=[O:4])[NH:5][CH2:6][CH2:7][CH2:8][CH2:9]1.[Na+:23].[O-:19][C:20]([OH:21])=[O:22].[OH2:26]>>[NH:1]([CH:2]1[C:3](=[O:4])[NH:5][CH2:6][CH2:7][CH2:8][CH2:9]1)[c:15]1[c:14]([Cl:18])[cH:13][n:12][c:11]([Cl:10])[n:16]1. The reactants are F[B-](F)(F)F, CC(C)(C)c1ccc(CNCCc2ccc(F)c(Cl)c2)cc1, CCN(C(C)C)C(C)C, CN(C)C=O, O, CN(C)C(On1nnc2ccccc21)=[N+](C)C, O=C(O)c1cccc2cc[nH]c12. The product is CC(C)(C)c1ccc(CN(CCc2ccc(F)c(Cl)c2)C(=O)c2cccc3cc[nH]c23)cc1. Reaction SMILES: [B-:13]([F:14])([F:15])([F:16])[F:17].[C:44]([CH3:45])([CH3:46])([CH3:47])[c:48]1[cH:49][cH:50][c:51]([CH2:52][NH:53][CH2:54][CH2:55][c:56]2[cH:57][c:58]([Cl:63])[c:59]([F:62])[cH:60][cH:61]2)[cH:64][cH:65]1.[CH:35]([N:36]([CH2:37][CH3:38])[CH:39]([CH3:40])[CH3:41])([CH3:42])[CH3:43].[O:66]=[CH:67][N:68]([CH3:69])[CH3:70].[OH2:71].[n:18]1([O:19][C:20]([N:21]([CH3:22])[CH3:23])=[N+:24]([CH3:25])[CH3:26])[c:27]2[cH:28][cH:29][cH:30][cH:31][c:32]2[n:33][n:34]1.[nH:1]1[cH:2][cH:3][c:4]2[cH:5][cH:6][cH:7][c:8]([C:10](=[O:11])[OH:12])[c:9]12>>[nH:1]1[cH:2][cH:3][c:4]2[cH:5][cH:6][cH:7][c:8]([C:10](=[O:12])[N:53]([CH2:52][c:51]3[cH:50][cH:49][c:48]([C:44]([CH3:45])([CH3:46])[CH3:47])[cH:65][cH:64]3)[CH2:54][CH2:55][c:56]3[cH:57][c:58]([Cl:63])[c:59]([F:62])[cH:60][cH:61]3)[c:9]12. The reactants are CCOC=C(C#N)C(=O)OCC, Cc1ccc(N)nc1. The product is CCOC(=O)C(C#N)=CNc1ccc(C)cn1. RXN SMILES: [CH2:9]([O:10][CH:12]=[C:13]([C:14](=[O:15])[O:16][CH2:17][CH3:18])[C:19]#[N:20])[CH3:11].[NH2:1][c:2]1[n:3][cH:4][c:5]([CH3:8])[cH:6][cH:7]1>>[NH:1]([c:2]1[n:3][cH:4][c:5]([CH3:8])[cH:6][cH:7]1)[CH:12]=[C:13]([C:14](=[O:15])[O:16][CH2:17][CH3:18])[C:19]#[N:20]. Starting materials: C(C)(=O)N1CCN(CC1)CCOC1=CC(=C2C=NC(=NC2=C1)Cl)OC1CCOCC1 (7-[2-(4-acetylpiperazin-1-yl)ethoxy]chloro-5-tetrahydropyran-4-yloxyquinazoline), NC1=C2C(=NC=C1)OCO2 (4-amino-2,3-methylenedioxypyridine). Run in C(Cl)Cl (methylene chloride), N (ammonia). Product: C(C)(=O)N1CCN(CC1)CCOC1=CC(=C2C(=NC=NC2=C1)NC1=C2C(=NC=C1)OCO2)OC2CCOCC2 (7-[2-(4-acetylpiperazin-1-yl)ethoxy]-4-(2,3-methylenedioxypyrid-4-ylamino)-5-tetrahydropyran-4-yloxyquinazoline). The yield is 53.0%. RXN SMILES: [C:1]([N:4]1[CH2:9][CH2:8][N:7]([CH2:10][CH2:11][O:12][C:13]2[CH:22]=[C:21]3[C:16]([CH:17]=[N:18][C:19](Cl)=[N:20]3)=[C:15]([O:24][CH:25]3[CH2:30][CH2:29][O:28][CH2:27][CH2:26]3)[CH:14]=2)[CH2:6][CH2:5]1)(=[O:3])[CH3:2].[NH2:31][C:32]1[CH:37]=[CH:36][N:35]=[C:34]2[O:38][CH2:39][O:40][C:33]=12>N.C(Cl)Cl>[C:1]([N:4]1[CH2:9][CH2:8][N:7]([CH2:10][CH2:11][O:12][C:13]2[CH:22]=[C:21]3[C:16]([C:17]([NH:31][C:32]4[CH:37]=[CH:36][N:35]=[C:34]5[O:38][CH2:39][O:40][C:33]=45)=[N:18][CH:19]=[N:20]3)=[C:15]([O:24][CH:25]3[CH2:30][CH2:29][O:28][CH2:27][CH2:26]3)[CH:14]=2)[CH2:6][CH2:5]1)(=[O:3])[CH3:2]. Procedure: Using an analogous procedure to that described in Example 1, 7-[2-(4-acetylpiperazin-1-yl)ethoxy]chloro-5-tetrahydropyran-4-yloxyquinazoline (0.113 g) was reacted with 4-amino-2,3-methylenedioxypyridine (0.036 g). The reaction mixture was quenched with glacial acetic acid (0.031 g) and diluted with methanol. The mixture was evaporated and the residue was purified by column chromatography on a C18 reversed phase silica column (Waters Symmetry column, 5 microns silica, 20 mm diameter, 100 mm lengt... Reactants: O=C(n1ccnc1)n1ccnc1, CN(C)C=O, COCCOc1ncc(C(=O)O)nc1-c1ccc(Cl)cc1Cl, CC(O)(CN)C1CC1. The product is COCCOc1ncc(C(=O)NCC(C)(O)C2CC2)nc1-c1ccc(Cl)cc1Cl. RXN SMILES: [C:23]([n:24]1[cH:25][cH:26][n:27][cH:28]1)([n:29]1[cH:30][cH:31][n:32][cH:33]1)=[O:34].[CH3:43][N:44]([CH3:45])[CH:46]=[O:47].[Cl:1][c:2]1[c:3](-[c:9]2[c:10]([O:18][CH2:19][CH2:20][O:21][CH3:22])[n:11][cH:12][c:13]([C:15](=[O:16])[OH:17])[n:14]2)[cH:4][cH:5][c:6]([Cl:8])[cH:7]1.[NH2:35][CH2:36][C:37]([CH3:38])([OH:39])[CH:40]1[CH2:41][CH2:42]1>>[Cl:1][c:2]1[c:3](-[c:9]2[c:10]([O:18][CH2:19][CH2:20][O:21][CH3:22])[n:11][cH:12][c:13]([C:15](=[O:17])[NH:35][CH2:36][C:37]([CH3:38])([OH:39])[CH:40]3[CH2:41][CH2:42]3)[n:14]2)[cH:4][cH:5][c:6]([Cl:8])[cH:7]1. Starting materials: COC1(CCC(CC1)(C#C)C1=CC(=C(C=C1)OC(F)F)OC(F)F)OC (4-(3,4-bisdifluoromethoxyphenyl)-4-ethynylcyclohexan-1-one dimethyl ketal), C1(=CC=C(C=C1)S(=O)(=O)O)C (p-toluenesulfonic acid). Solvent: CC(=O)C (acetone). Reaction conditions: time 0.5 hour. Yields the product FC(OC=1C=C(C=CC1OC(F)F)C1(CCC(CC1)=O)C#C)F (4-(3,4-Bisdifluoromethoxyphenyl)-4-ethynylcyclohexan-1-one). The yield is 97.1%. As a reaction SMILES: C[O:2][C:3]1(OC)[CH2:8][CH2:7][C:6]([C:11]2[CH:16]=[CH:15][C:14]([O:17][CH:18]([F:20])[F:19])=[C:13]([O:21][CH:22]([F:24])[F:23])[CH:12]=2)([C:9]#[CH:10])[CH2:5][CH2:4]1.C1(C)C=CC(S(O)(=O)=O)=CC=1>CC(C)=O>[F:23][CH:22]([F:24])[O:21][C:13]1[CH:12]=[C:11]([C:6]2([C:9]#[CH:10])[CH2:7][CH2:8][C:3](=[O:2])[CH2:4][CH2:5]2)[CH:16]=[CH:15][C:14]=1[O:17][CH:18]([F:19])[F:20]. Procedure: A mixture of 4-(3,4-bisdifluoromethoxyphenyl)-4-ethynylcyclohexan-1-one dimethyl ketal (0.2 g, 0.53 mmol) and p-toluenesulfonic acid (catalytic amount) in acetone (10 mL) was stirred under an argon atmosphere at room temperature for 0.5 h. The mixture was concentrated, was diluted with methylene chloride and was washed with water. The organic extract was dried (magnesium sulfate) and the solvent was removed in vacuo to provide an oil (0.17 g, 98%). Analysis Calc. for C16H14F4O3 : C 58.19, H 4.27... Starting materials: O=C([O-])[O-], CCO, Cc1cc(B2OC(C)(C)C(C)(C)O2)ccn1, Cc1ccccc1, CCOC(=O)Cc1ccc(I)cc1, [Na+], [Na+], c1ccc(P(c2ccccc2)(c2ccccc2)[Pd](P(c2ccccc2)(c2ccccc2)c2ccccc2)(P(c2ccccc2)(c2ccccc2)c2ccccc2)P(c2ccccc2)(c2ccccc2)c2ccccc2)cc1. Product: CCOC(=O)Cc1ccc(-c2ccnc(C)c2)cc1. RXN SMILES: [C:37](=[O:38])([O-:39])[O-:40].[CH3:120][CH2:121][OH:122].[CH3:1][c:2]1[n:3][cH:4][cH:5][c:6]([B:8]2[O:9][C:10]([CH3:11])([CH3:12])[C:13]([CH3:14])([CH3:15])[O:16]2)[cH:7]1.[CH3:30][c:31]1[cH:32][cH:33][cH:34][cH:35][cH:36]1.[I:17][c:18]1[cH:19][cH:20][c:21]([CH2:24][C:25](=[O:26])[O:27][CH2:28][CH3:29])[cH:22][cH:23]1.[Na+:41].[Na+:42].[cH:43]1[cH:44][cH:45][c:46]([P:47]([Pd:48]([P:49]([c:50]2[cH:51][cH:52][cH:53][cH:54][cH:55]2)([c:56]2[cH:57][cH:58][cH:59][cH:60][cH:61]2)[c:62]2[cH:63][cH:64][cH:65][cH:66][cH:67]2)([P:68]([c:69]2[cH:70][cH:71][cH:72][cH:73][cH:74]2)([c:75]2[cH:76][cH:77][cH:78][cH:79][cH:80]2)[c:81]2[cH:82][cH:83][cH:84][cH:85][cH:86]2)[P:87]([c:88]2[cH:89][cH:90][cH:91][cH:92][cH:93]2)([c:94]2[cH:95][cH:96][cH:97][cH:98][cH:99]2)[c:100]2[cH:101][cH:102][cH:103][cH:104][cH:105]2)([c:106]2[cH:107][cH:108][cH:109][cH:110][cH:111]2)[c:112]2[cH:113][cH:114][cH:115][cH:116][cH:117]2)[cH:118][cH:119]1>>[CH3:1][c:2]1[n:3][cH:4][cH:5][c:6](-[c:18]2[cH:19][cH:20][c:21]([CH2:24][C:25](=[O:26])[O:27][CH2:28][CH3:29])[cH:22][cH:23]2)[cH:7]1. The reactants are ClCCl, O=C(O)C(F)(F)F, N, CC(C)(C)OC(=O)Cc1cccc2ccncc12. The product is O=C(O)Cc1cccc2ccncc12. Reaction SMILES: [Cl:27][CH2:28][Cl:29].[F:19][C:20]([F:21])([F:22])[C:23]([OH:24])=[O:25].[NH3:26].[cH:1]1[n:2][cH:3][cH:4][c:5]2[cH:6][cH:7][cH:8][c:9]([CH2:11][C:12](=[O:13])[O:14][C:15]([CH3:16])([CH3:17])[CH3:18])[c:10]12>>[cH:1]1[n:2][cH:3][cH:4][c:5]2[cH:6][cH:7][cH:8][c:9]([CH2:11][C:12](=[O:13])[OH:14])[c:10]12. The reactants are C(C)(C)[Mg]Cl (Isopropylmagnesium chloride), ClC1=CC=C2C(=NN(C2=C1)C)I (6-Chloro-3-iodo-1-methyl-1H-indazole), C(CCC)[Sn](Cl)(CCCC)CCCC (Tributylchlorostannane). Solvent: C1CCOC1 (THF). Conditions: temperature -16 celsius, time 15 minute. The product is ClC1=CC=C2C(=NN(C2=C1)C)[Sn](CCCC)(CCCC)CCCC (6-chloro-1-methyl-3-tributylstannanyl-1H-indazole). Reaction SMILES: [Cl:1][C:2]1[CH:10]=[C:9]2[C:5]([C:6](I)=[N:7][N:8]2[CH3:11])=[CH:4][CH:3]=1.C([Mg]Cl)(C)C.[CH2:18]([Sn:22]([CH2:28][CH2:29][CH2:30][CH3:31])([CH2:24][CH2:25][CH2:26][CH3:27])Cl)[CH2:19][CH2:20][CH3:21]>C1COCC1>[Cl:1][C:2]1[CH:10]=[C:9]2[C:5]([C:6]([Sn:22]([CH2:24][CH2:25][CH2:26][CH3:27])([CH2:28][CH2:29][CH2:30][CH3:31])[CH2:18][CH2:19][CH2:20][CH3:21])=[N:7][N:8]2[CH3:11])=[CH:4][CH:3]=1. Reported procedure: 6-Chloro-3-iodo-1-methyl-1H-indazole (108 mg, 0.35 mmol) was dissolved in THF (2 ml) and the solution was cooled to −16° C. using a NaCl/ice bath. Isopropylmagnesium chloride (2.0M in THF, 0.20 ml, 0.40 mmol) was added dropwise and the reaction mixture was stirred at −16° C. for 15 min. Tributylchlorostannane (0.11 ml, 0.40 mmol) was slowly added and the reaction mixture was allowed to warm to room temperature over 1.5 h. The reaction mixture was quenched with saturated NH4Cl solution and extrac...